This data is from the Open Reaction Database (ORD), a public repository of structured organic reaction records. The task is: describe an organic reaction: reactants, conditions, products, and yield Starting materials: CN1C(NC2=CC=CC=C2C1=O)=O (3-methyl-1,2,3,4-tetrahydro-2,4-dioxo-quinazoline), [H-].[Na+] (sodium hydride), CCOP(=O)(OCC)Cl (chlorodiethylphosphate), C(C)C1=NC(=NO1)C[N+]#[C-] (5-ethyl-3-isocyanomethyl-1,2,4-oxadiazole), K-t-butylate. Solvent: dimethyl formamide DMF, CN(C)C=O (DMF). Yields the product C(C)C1=NC(=NO1)C=1N=CN2C1N(C(C1=CC=CC=C21)=O)C (3-(5-ethyl-1,2,4-oxadiazol-3-yl)-4,5-dihydro-4-methyl-5-oxo-imidazo(1,5-a)quinazoline). Reaction SMILES: [CH3:1][N:2]1[C:11](=[O:12])[C:10]2[C:5](=[CH:6][CH:7]=[CH:8][CH:9]=2)[NH:4][C:3]1=O.[H-].[Na+].CCOP(Cl)(OCC)=O.[CH2:25]([C:27]1[O:31][N:30]=[C:29]([CH2:32][N+:33]#[C-:34])[N:28]=1)[CH3:26]>CN(C=O)C>[CH2:25]([C:27]1[O:31][N:30]=[C:29]([C:32]2[N:33]=[CH:34][N:4]3[C:5]4[C:10](=[CH:9][CH:8]=[CH:7][CH:6]=4)[C:11](=[O:12])[N:2]([CH3:1])[C:3]=23)[N:28]=1)[CH3:26] |f:1.2|. Procedure details: 3-methyl-1,2,3,4-tetrahydro-2,4-dioxo-quinazoline (5 mmol) was dissolved in dry dimethyl formamide DMF (20 ml) and charged with sodium hydride (6 mmol). The resulting solution was cooled under N2 to -20° C., whereafter chlorodiethylphosphate (6 mmol) was added. The reaction mixture was kept under N2 with stirring and was allowed to reach room temperature and was then charged with a -30° C. cold solution of 5-ethyl-3-isocyanomethyl-1,2,4-oxadiazole (6 mmol) and K-t-butylate (6 mmol) in dry DMF (1... The reactants are OC=1C=C(C=C(C1)C1=CC=C(C=C1)C)C(=O)OC (methyl 5-hydroxy-4′-methylbiphenyl-3-carboxylate), C1(=CC=CC=C1)P(C1=CC=CC=C1)C1=CC=CC=C1 (triphenylphosphine), O1C(CCC1)CO (tetrahydro-2-furanmethanol), N(=NC(=O)OC(C)C)C(=O)OC(C)C (diisopropyl azodicarboxylate). Run in C(Cl)Cl (CH2Cl2), C(Cl)Cl (CH2Cl2). Reaction conditions: time 8 hour. Yields the product CC1=CC=C(C=C1)C1=CC(=CC(=C1)OCC1OCCC1)C(=O)OC (Methyl 4′-methyl-5-((tetrahydrofuran-2-yl)methoxy)biphenyl-3-carboxylate). Reaction SMILES: [OH:1][C:2]1[CH:3]=[C:4]([C:15]([O:17][CH3:18])=[O:16])[CH:5]=[C:6]([C:8]2[CH:13]=[CH:12][C:11]([CH3:14])=[CH:10][CH:9]=2)[CH:7]=1.C1(P(C2C=CC=CC=2)C2C=CC=CC=2)C=CC=CC=1.[O:38]1[CH2:42][CH2:41][CH2:40][CH:39]1[CH2:43]O.N(C(OC(C)C)=O)=NC(OC(C)C)=O>C(Cl)Cl>[CH3:14][C:11]1[CH:10]=[CH:9][C:8]([C:6]2[CH:7]=[C:2]([O:1][CH2:43][CH:39]3[CH2:40][CH2:41][CH2:42][O:38]3)[CH:3]=[C:4]([C:15]([O:17][CH3:18])=[O:16])[CH:5]=2)=[CH:13][CH:12]=1. Procedure details: To a stirred solution of methyl 5-hydroxy-4′-methylbiphenyl-3-carboxylate (150 mg, 0.59 mmol), triphenylphosphine (150 mg, 0.59 mmol), tetrahydro-2-furanmethanol (60 mg, 0.59 mmol) in CH2Cl2 (8 mL) at rt was slowly added a solution of diisopropyl azodicarboxylate (200 mg, 1.0 mmol) in CH2Cl2 (3 mL). The mixture was stirred at room temperature overnight, and then concentrated in vacuo. The residue was purified by flash chromatography to afford the title compound. Reactants: CCCCC, ClC(Cl)Cl, Fc1cc(Cl)ccc1-n1nc2c(c1Cl)CSCC2, O=C(OO)c1cccc(Cl)c1. Product: O=S1CCc2nn(-c3ccc(Cl)cc3F)c(Cl)c2C1. As a reaction SMILES: [CH3:30][CH2:31][CH2:32][CH2:33][CH3:34].[CH:35]([Cl:36])([Cl:37])[Cl:38].[Cl:12][c:13]1[c:14]2[c:15]([n:16][n:17]1-[c:18]1[c:19]([F:25])[cH:20][c:21]([Cl:24])[cH:22][cH:23]1)[CH2:26][CH2:27][S:28][CH2:29]2.[Cl:1][c:2]1[cH:3][cH:4][cH:5][c:6]([C:7]([O:8][OH:10])=[O:9])[cH:11]1>>[O:9]=[S:28]1[CH2:27][CH2:26][c:15]2[c:14]([c:13]([Cl:12])[n:17](-[c:18]3[c:19]([F:25])[cH:20][c:21]([Cl:24])[cH:22][cH:23]3)[n:16]2)[CH2:29]1. Starting materials: ClC1=CN=C2C(=N1)N=CC=C2OC2=CC(=C(C=C2)NC(OC(C)(C)C)=O)F (tert-butyl 4-(3-chloropyrido[2,3-b]pyrazin-8-yloxy)-2-fluorophenylcarbamate), CNC (dimethylamine). The product is CN(C=1N=C2C(=NC1)C(=CC=N2)OC2=CC(=C(C=C2)NC(OC(C)(C)C)=O)F)C (Tert-butyl 4-(3-(dimethylamino)pyrido[3,2-b]pyrazin-8-yloxy)-2-fluorophenylcarbamate). Reaction SMILES: Cl[C:2]1[N:7]=[C:6]2[N:8]=[CH:9][CH:10]=[C:11]([O:12][C:13]3[CH:18]=[CH:17][C:16]([NH:19][C:20](=[O:26])[O:21][C:22]([CH3:25])([CH3:24])[CH3:23])=[C:15]([F:27])[CH:14]=3)[C:5]2=[N:4][CH:3]=1.[CH3:28][NH:29][CH3:30]>>[CH3:28][N:29]([CH3:30])[C:2]1[N:7]=[C:6]2[N:8]=[CH:9][CH:10]=[C:11]([O:12][C:13]3[CH:18]=[CH:17][C:16]([NH:19][C:20](=[O:26])[O:21][C:22]([CH3:25])([CH3:24])[CH3:23])=[C:15]([F:27])[CH:14]=3)[C:5]2=[N:4][CH:3]=1. Procedure: Method D6 was used with tert-butyl 4-(3-chloropyrido[2,3-b]pyrazin-8-yloxy)-2-fluorophenylcarbamate (270 mg, 0.67 mmol) and dimethylamine to give the product as a yellow solid. Yield: 233 mg (91%). Reactants: C1CCOC1, CC(=O)Cl, Nc1ccc(C(=O)O)cc1Cl. Product: CC(=O)Nc1ccc(C(=O)O)cc1Cl. RXN SMILES: [CH2:16]1[O:17][CH2:18][CH2:19][CH2:20]1.[CH3:12][C:13]([Cl:14])=[O:15].[NH2:1][c:2]1[c:3]([Cl:11])[cH:4][c:5]([C:6](=[O:7])[OH:8])[cH:9][cH:10]1>>[NH:1]([c:2]1[c:3]([Cl:11])[cH:4][c:5]([C:6](=[O:7])[OH:8])[cH:9][cH:10]1)[C:13]([CH3:12])=[O:15]. Reactants: N[C@H]1C(N(CC1)C[C@H]1N(C([C@H]1NC(\C(\C=1N=C(SC1)N)=N/OC(C(=O)O)(C)C)=O)=O)S(=O)(=O)O)=O (2-(((Z)-(2-(((2R,3S)-2-(((R)-3-amino-2-oxopyrrolidin-1-yl)methyl)-4-oxo-1-sulfoazetidin-3-yl)amino)-1-(2-aminothiazol-4-yl)-2-oxoethylidene)amino)oxy)-2-methylpropanoic acid), Cl.N1(N=CC=C1)C(N)=N (1H-pyrazole-1-carboximidamide HCl). The product is NC=1SC=C(N1)/C(/C(=O)N[C@H]1[C@H](N(C1=O)S(=O)(=O)O)CN1C([C@@H](CC1)NC(=N)N)=O)=N/OC(C(=O)O)(C)C (2-(((Z)-(1-(2-aminothiazol-4-yl)-2-(((2R,3S)-2-(((R)-3-guanidino-2-oxopyrrolidin-1-yl)methyl)-4-oxo-1-sulfoazetidin-3-yl)amino)-2-oxoethylidene)amino)oxy)-2-methylpropanoic acid). As a reaction SMILES: [NH2:1][C@@H:2]1[CH2:6][CH2:5][N:4]([CH2:7][C@@H:8]2[C@H:11]([NH:12][C:13](=[O:29])/[C:14](=[N:21]\[O:22][C:23]([CH3:28])([CH3:27])[C:24]([OH:26])=[O:25])/[C:15]3[N:16]=[C:17]([NH2:20])[S:18][CH:19]=3)[C:10](=[O:30])[N:9]2[S:31]([OH:34])(=[O:33])=[O:32])[C:3]1=[O:35].Cl.[N:37]1([C:42](=N)[NH2:43])C=CC=N1>>[NH2:20][C:17]1[S:18][CH:19]=[C:15](/[C:14](=[N:21]/[O:22][C:23]([CH3:28])([CH3:27])[C:24]([OH:26])=[O:25])/[C:13]([NH:12][C@@H:11]2[C:10](=[O:30])[N:9]([S:31]([OH:34])(=[O:32])=[O:33])[C@@H:8]2[CH2:7][N:4]2[CH2:5][CH2:6][C@@H:2]([NH:1][C:42]([NH2:43])=[NH:37])[C:3]2=[O:35])=[O:29])[N:16]=1 |f:1.2|. Procedure details: Prepared in analogous manner to example 20, using 2-(((Z)-(2-(((2R,3S)-2-(((R)-3-amino-2-oxopyrrolidin-1-yl)methyl)-4-oxo-1-sulfoazetidin-3-yl)amino)-1-(2-aminothiazol-4-yl)-2-oxoethylidene)amino)oxy)-2-methylpropanoic acid and 1H-pyrazole-1-carboximidamide HCl. LCMS: m/z=574.1 (M−1); 1H NMR (400 MHz, D2O): δ 6.93 (s, 1H), 5.28 (d, J=5.6 Hz, 1H), 4.53 (m, 1H), 4.24 (t, J=9.6 & 9.2 Hz, 1H), 3.85 (dd, J=9.2 & 9.2 Hz, 1H), 3.51 (m, 1H), 3.40 (t, J=9.2 & 8.8 Hz, 1H), 3.32 (dd, 1H), 3.34 (dd, 1H), 2....